Dataset: the Open Reaction Database (ORD), a public repository of structured organic reaction records. Task: describe an organic reaction: reactants, conditions, products, and yield RXN SMILES: [CH3:24][CH:25]([CH2:26][AlH:27][CH2:28][CH:29]([CH3:30])[CH3:31])[CH3:32].[Cl:33][CH2:34][Cl:35].[c:1]1(-[c:7]2[cH:8][cH:9][c:10]([C:19](=[O:20])[O:21][CH2:22][CH3:23])[n:11][c:12]2-[c:13]2[cH:14][cH:15][cH:16][cH:17][cH:18]2)[cH:2][cH:3][cH:4][cH:5][cH:6]1>>[c:1]1(-[c:7]2[cH:8][cH:9][c:10]([CH:19]=[O:20])[n:11][c:12]2-[c:13]2[cH:14][cH:15][cH:16][cH:17][cH:18]2)[cH:2][cH:3][cH:4][cH:5][cH:6]1. Reactants: CC(C)C[AlH]CC(C)C, ClCCl, CCOC(=O)c1ccc(-c2ccccc2)c(-c2ccccc2)n1. Yields the product O=Cc1ccc(-c2ccccc2)c(-c2ccccc2)n1. Reactants: CC(C)(C)OC(=O)Nc1ccc(O)cc1, Cc1ccccc1, O=C(Cl)Cl, ClCCl, C[Si](C)(C)c1nccs1, c1ccncc1. The product is CC(C)(C)OC(=O)Nc1ccc(OC(=O)c2nccs2)cc1. As a reaction SMILES: [C:21](=[O:22])([O:23][C:24]([CH3:25])([CH3:26])[CH3:27])[NH:28][c:29]1[cH:30][cH:31][c:32]([OH:35])[cH:33][cH:34]1.[CH3:14][c:15]1[cH:16][cH:17][cH:18][cH:19][cH:20]1.[Cl:10][C:11]([Cl:12])=[O:13].[Cl:42][CH2:43][Cl:44].[Si:1]([CH3:2])([CH3:3])([CH3:4])[c:5]1[s:6][cH:7][cH:8][n:9]1.[cH:36]1[cH:37][cH:38][n:39][cH:40][cH:41]1>>[c:5]1([C:11](=[O:13])[O:35][c:32]2[cH:31][cH:30][c:29]([NH:28][C:21](=[O:22])[O:23][C:24]([CH3:25])([CH3:26])[CH3:27])[cH:34][cH:33]2)[s:6][cH:7][cH:8][n:9]1. Starting materials: oil, BrC=1C=C2C=CNC2=CC1 (5-bromoindole), O (water), C(C)(C)[Si](C(C)C)(C(C)C)OS(=O)(=O)C(F)(F)F (triisopropylsilyltrifluoromethane sulfonate). The solvent is CN(C)C=O (DMF). Reaction conditions: temperature 0 celsius, time 1 hour. Yields the product BrC=1C=C2C=CN(C2=CC1)[Si](C(C)C)(C(C)C)C(C)C (5-Bromo-1-triisopropylsilanyl-1H-indole). As a reaction SMILES: [Br:1][C:2]1[CH:3]=[C:4]2[C:8](=[CH:9][CH:10]=1)[NH:7][CH:6]=[CH:5]2.[CH:11]([Si:14](OS(C(F)(F)F)(=O)=O)([CH:18]([CH3:20])[CH3:19])[CH:15]([CH3:17])[CH3:16])([CH3:13])[CH3:12].O>CN(C=O)C>[Br:1][C:2]1[CH:3]=[C:4]2[C:8](=[CH:9][CH:10]=1)[N:7]([Si:14]([CH:18]([CH3:20])[CH3:19])([CH:15]([CH3:17])[CH3:16])[CH:11]([CH3:13])[CH3:12])[CH:6]=[CH:5]2. Procedure: Place a 35% oil dispersion of KH (6 g) in a flask under nitrogen, rinse with 50 mL hexanes and dry under vacuum. Cool the solid suspension in 100 mL anhydrous DMF to 0° C. Add dropwise over 10 minutes a solution of 5-bromoindole (10.3 g, 52.5 mmol) in 25 mL DMF. Stir the mixture 1 hour at 0° C. then treat with triisopropylsilyltrifluoromethane sulfonate (32.2 g, 105.1 mmol). Remove the cooling bath and stir the reaction 72 hours before pouring into 500 mL water and extracting with EtOAc. Dilute ... The reactants are C(#N)C1=CC=C(C(CBr)=O)C=C1 (4-cyanophenacyl bromide), NC(=S)N (thiourea), C([O-])(O)=O.[Na+] (sodium bicarbonate). The solvent is C(C)O (ethanol). The product is NC=1SC=C(N1)C1=CC=C(C#N)C=C1 (4-(2-Amino-thiazol-4-yl)-benzonitrile). Reaction SMILES: [C:1]([C:3]1[CH:12]=[CH:11][C:6]([C:7](=O)[CH2:8]Br)=[CH:5][CH:4]=1)#[N:2].[NH2:13][C:14]([NH2:16])=[S:15].C(=O)(O)[O-].[Na+]>C(O)C>[NH2:16][C:14]1[S:15][CH:8]=[C:7]([C:6]2[CH:11]=[CH:12][C:3]([C:1]#[N:2])=[CH:4][CH:5]=2)[N:13]=1 |f:2.3|. Procedure: Slurry 4-cyanophenacyl bromide (40 g, 179 mmol), thiourea (13.6 g, 181 mmol) and sodium bicarbonate (15.3 g, 181 mmol) in absolute ethanol (560 mL). Stir the mixture at reflux for 20 h under a nitrogen atmosphere. Cool the slurry to room temperature, filter, wash the solids with ethanol (100 mL), water (3×75 mL) and hexane (3×75 mL). Collect the yellow solid, add water (200 mL) and stir the slurry for 30 min at room temperate. Filter and wash the solid with hexane (excess). Slurry the solid in E... The reactants are CCC1SC(=O)NN=C1c1ccc(OC)c(OC)c1, CN(C)C=O, Cc1ccccc1, CN(C)CCCCl. The product is CCC1SC(=O)N(CCCN(C)C)N=C1c1ccc(OC)c(OC)c1, Cl. RXN SMILES: [CH3:1][O:2][c:3]1[cH:4][c:5]([C:11]2=[N:12][NH:13][C:14](=[O:19])[S:15][CH:16]2[CH2:17][CH3:18])[cH:6][cH:7][c:8]1[O:9][CH3:10].[CH3:27][N:28]([CH3:29])[CH:30]=[O:31].[CH3:32][c:33]1[cH:34][cH:35][cH:36][cH:37][cH:38]1.[Cl:20][CH2:21][CH2:22][CH2:23][N:24]([CH3:25])[CH3:26]>>[CH3:1][O:2][c:3]1[cH:4][c:5]([C:11]2=[N:12][N:13]([CH2:21][CH2:22][CH2:23][N:24]([CH3:25])[CH3:26])[C:14](=[O:19])[S:15][CH:16]2[CH2:17][CH3:18])[cH:6][cH:7][c:8]1[O:9][CH3:10].[ClH:20]. Reactants: C(CCCCCCCCCCCCCCCCC)N=C=O (octadecylisocyanate), NC=1C=C(C=C(C(=O)OC)C1)C(=O)OC (Dimethyl 5-aminoisophthalate), solution, C(CCCCCCCCCCCCCCCCC)N=C=O (octadecylisocyanate). Solvent: CN(C=O)C (N,N-dimethylformamide), CN(C=O)C (N,N-dimethylformamide), CN(C=O)C (N,N-dimethylformamide). Conditions: time 8 hour. The product is C(CCCCCCCCCCCCCCCCC)NC(NC=1C=C(C=C(C(=O)OC)C1)C(=O)OC)=O (dimethyl 5-(octadecylureido)isophthalate). Reaction SMILES: [NH2:1][C:2]1[CH:3]=[C:4]([C:12]([O:14][CH3:15])=[O:13])[CH:5]=[C:6]([CH:11]=1)[C:7]([O:9][CH3:10])=[O:8].[CH2:16]([N:34]=[C:35]=[O:36])[CH2:17][CH2:18][CH2:19][CH2:20][CH2:21][CH2:22][CH2:23][CH2:24][CH2:25][CH2:26][CH2:27][CH2:28][CH2:29][CH2:30][CH2:31][CH2:32][CH3:33]>CN(C)C=O>[CH2:16]([NH:34][C:35](=[O:36])[NH:1][C:2]1[CH:11]=[C:6]([C:7]([O:9][CH3:10])=[O:8])[CH:5]=[C:4]([CH:3]=1)[C:12]([O:14][CH3:15])=[O:13])[CH2:17][CH2:18][CH2:19][CH2:20][CH2:21][CH2:22][CH2:23][CH2:24][CH2:25][CH2:26][CH2:27][CH2:28][CH2:29][CH2:30][CH2:31][CH2:32][CH3:33]. Procedure: Dimethyl 5-aminoisophthalate (obtained from Aldrich Chemical Co., Milwaukee, Wis., 0.441 g, 2.12 mmol) was dissolved in dry N,N-dimethylformamide (8 mL) in a 50 mL round-bottom flask under inert atmosphere. A 2.12 Molar solution of octadecylisocyanate (2.12 mmol) in dry N,N-dimethylformamide (1 mL) was then added dropwise. The residual octadecylisocyanate solution was quantitatively transferred with 2 portions of N,N-dimethylformamide (1 mL each) and the reaction was stirred overnight at room te... Reactants: CC(=O)[O-], CCO, N#Cc1ccc(C=O)c(Oc2ccccc2)c1, Cl, NO, [Na+]. Product: N#Cc1ccc(C=NO)c(Oc2ccccc2)c1. Reaction SMILES: [CH3:19][C:20](=[O:21])[O-:22].[CH3:26][CH2:27][OH:28].[CH:1](=[O:2])[c:3]1[c:4]([O:11][c:12]2[cH:13][cH:14][cH:15][cH:16][cH:17]2)[cH:5][c:6]([C:7]#[N:8])[cH:9][cH:10]1.[ClH:23].[NH2:24][OH:25].[Na+:18]>>[CH:1]([c:3]1[c:4]([O:11][c:12]2[cH:13][cH:14][cH:15][cH:16][cH:17]2)[cH:5][c:6]([C:7]#[N:8])[cH:9][cH:10]1)=[N:24][OH:25].